This data is from the Open Reaction Database (ORD), a public repository of structured organic reaction records. The task is: describe an organic reaction: reactants, conditions, products, and yield Starting materials: ice water, C(#N)C1=NC(=C(N=C1C#N)Cl)Cl (2,3-Dicyano-5,6-dichloropyrazine), C1(=CC=CC=C1)O (phenol), [OH-].[Na+] (sodium hydroxide). The solvent is O1CCCC1 (tetrahydrofuran), O (water). Reaction conditions: time 1 hour. Yields the product C(#N)C1=NC(=C(N=C1C#N)Cl)OC1=CC=CC=C1 (2,3-dicyano-5-chloro-6-phenoxypyrazine). Isolated yield 50.7%. Reaction SMILES: [C:1]([C:3]1[C:8]([C:9]#[N:10])=[N:7][C:6](Cl)=[C:5]([Cl:12])[N:4]=1)#[N:2].[C:13]1([OH:19])[CH:18]=[CH:17][CH:16]=[CH:15][CH:14]=1.[OH-].[Na+]>O1CCCC1.O>[C:9]([C:8]1[C:3]([C:1]#[N:2])=[N:4][C:5]([Cl:12])=[C:6]([O:19][C:13]2[CH:18]=[CH:17][CH:16]=[CH:15][CH:14]=2)[N:7]=1)#[N:10] |f:2.3|. Procedure details: 2,3-Dicyano-5,6-dichloropyrazine (1.00 g; 0.005 mole) was dissolved in 50 ml of tetrahydrofuran, and the solution was cooled to -15° to -10° C. A solution of 0.47 g (0.005 mole) of phenol and 0.21 g (0.005 mole) of sodium hydroxide in 25 ml of water was added dropwise over the period of 30 minutes. The mixture was stirred at -15° to -10° C. for 1 hour. The reaction mixture was poured into 100 ml of ice water, and the precipitate was collected by filtration. The precipitate was dissolved in 50 ml... Starting materials: BrC=1C=CC(=C(C(=O)O)C1)Cl (5-bromo-2-chloro-benzoic acid), S(=O)(Cl)Cl (thionyl chloride). Reagents/catalysts: CN(C=O)C (N,N-dimethylformamide). Run in C1(=CC=CC=C1)C (toluene). Conditions: temperature 100 celsius, time 4 hour. Product: BrC=1C=CC(=C(C(=O)Cl)C1)Cl (5-bromo-2-chlorobenzoyl chloride). Yield: 100.0%. Reaction SMILES: [Br:1][C:2]1[CH:3]=[CH:4][C:5]([Cl:11])=[C:6]([CH:10]=1)[C:7](O)=[O:8].S(Cl)([Cl:14])=O>C1(C)C=CC=CC=1.CN(C)C=O>[Br:1][C:2]1[CH:3]=[CH:4][C:5]([Cl:11])=[C:6]([CH:10]=1)[C:7]([Cl:14])=[O:8]. Reported procedure: To a solution of 5-bromo-2-chloro-benzoic acid 15a (7.24 g, 30.8 mmol) in toluene (100 mL) were added thionyl chloride (3.6 mL, 49.2 mmol) and N,N-dimethylformamide (0.2 mL, 2.6 mmol) in turn at 0° C. The mixture was warmed up to 100° C. and stirred for 4 hours. The reaction mixture was cooled to room temperature and concentrated in vacuo to give the title compound 21d as yellow oil (7.82 g, 100%). This material was not further purified. Reactants: FC=1C=C(C=CC1NC(=O)OCC(Cl)(Cl)Cl)SC1=C(C=C(C(=O)OC)C=C1)[N+](=O)[O-] (Methyl 4-(3-fluoro-4-((2,2,2-trichloroethoxy)carbonylamino)phenylthio)-3-nitrobenzoate), [NH4+].[Cl-] (NH4Cl), C1CCOC1 (THF), O (water). The reagents and catalysts are [Fe] (Fe). Run in CCO (EtOH). Product: NC=1C=C(C(=O)OC)C=CC1SC1=CC(=C(C=C1)NC(=O)OCC(Cl)(Cl)Cl)F (Methyl 3-amino-4-(3-fluoro-4-((2,2,2-trichloroethoxy)carbonylamino)phenylthio)benzoate). The yield is 49.6%. Reaction SMILES: [F:1][C:2]1[CH:3]=[C:4]([S:17][C:18]2[CH:27]=[CH:26][C:21]([C:22]([O:24][CH3:25])=[O:23])=[CH:20][C:19]=2[N+:28]([O-])=O)[CH:5]=[CH:6][C:7]=1[NH:8][C:9]([O:11][CH2:12][C:13]([Cl:16])([Cl:15])[Cl:14])=[O:10].[NH4+].[Cl-].C1COCC1.O>CCO.[Fe]>[NH2:28][C:19]1[CH:20]=[C:21]([CH:26]=[CH:27][C:18]=1[S:17][C:4]1[CH:5]=[CH:6][C:7]([NH:8][C:9]([O:11][CH2:12][C:13]([Cl:16])([Cl:14])[Cl:15])=[O:10])=[C:2]([F:1])[CH:3]=1)[C:22]([O:24][CH3:25])=[O:23] |f:1.2|. Reported procedure: The product of Example 449C (2.8 g, 5.6 mmol), Fe powder (1.6 g, 28 mmol) and NH4Cl (1.5 g, 28 mmol) in a mixture of EtOH (28 mL), THF (14 mL) and water (28 mL) was gently refluxed for 1 hour. The reaction mixture was cooled and filtered through celite pad. The filtrate was concentrated. The aqueous residue was partitioned between ethyl acetate and water, and adjusted to pH 8-9 with NaHCO3. The organic layer was separated, washed with water and brine, dried over MgSO4 and concentrated. The oily ... The reactants are ClC1=C(C(N(C=2N=CN(C(C21)=O)C[C@H]2OC(OC2)(C)C)C)=O)F ((R)-5-chloro-3-((2,2-dimethyl-1,3-dioxolan-4-yl)methyl)-6-fluoro-8-methylpyrido[2,3-d]pyrimidine-4,7(3H,8H)-dione), CC(C)([O-])C.[Na+] (sodium t-butoxide), FC1=C(N)C=CC(=C1)I (2-fluoro-4-iodoaniline), CC1(C2=C(C(=CC=C2)P(C3=CC=CC=C3)C4=CC=CC=C4)OC5=C(C=CC=C51)P(C6=CC=CC=C6)C7=CC=CC=C7)C (Xantphos). The reagents and catalysts are C(C)(=O)[O-].[Pd+2].C(C)(=O)[O-] (palladium acetate). Solvent: O1CCOCC1 (dioxane), C(C)(=O)OCC (ethyl acetate). Run at temperature 85 celsius, time 2 hour. The product is CC1(OC[C@H](O1)CN1C=NC2=C(C1=O)C(=C(C(N2C)=O)F)NC2=C(C=C(C=C2)I)F)C ((R)-3-((2,2-Dimethyl-1,3-dioxolan-4-yl)methyl)-6-fluoro-5-(2-fluoro-4-iodophenylamino)-8-methylpyrido[2,3-d]pyrimidine-4,7(3H,8H)-dione). RXN SMILES: Cl[C:2]1[C:11]2[C:10](=[O:12])[N:9]([CH2:13][C@@H:14]3[CH2:18][O:17][C:16]([CH3:20])([CH3:19])[O:15]3)[CH:8]=[N:7][C:6]=2[N:5]([CH3:21])[C:4](=[O:22])[C:3]=1[F:23].[F:24][C:25]1[CH:31]=[C:30]([I:32])[CH:29]=[CH:28][C:26]=1[NH2:27].CC1(C)C2C(=C(P(C3C=CC=CC=3)C3C=CC=CC=3)C=CC=2)OC2C(P(C3C=CC=CC=3)C3C=CC=CC=3)=CC=CC1=2.CC(C)([O-])C.[Na+]>O1CCOCC1.C(OCC)(=O)C.C([O-])(=O)C.[Pd+2].C([O-])(=O)C>[CH3:19][C:16]1([CH3:20])[O:15][C@H:14]([CH2:13][N:9]2[C:10](=[O:12])[C:11]3[C:2]([NH:27][C:26]4[CH:28]=[CH:29][C:30]([I:32])=[CH:31][C:25]=4[F:24])=[C:3]([F:23])[C:4](=[O:22])[N:5]([CH3:21])[C:6]=3[N:7]=[CH:8]2)[CH2:18][O:17]1 |f:3.4,7.8.9|. Procedure details: Combine (R)-5-chloro-3-((2,2-dimethyl-1,3-dioxolan-4-yl)methyl)-6-fluoro-8-methylpyrido[2,3-d]pyrimidine-4,7(3H,8H)-dione (0.050 g, 0.15 mmol) and 2-fluoro-4-iodoaniline (0.052 g, 0.22 mmol) in de-gassed dioxane (2.0 mL). Add palladium acetate (1.6 mg) and Xantphos (8.5 mg) and sodium t-butoxide (35 mg). Heat to 85° C. After 2 hours, dilute with ethyl acetate, wash with aqueous hydrochloric acid and then brine, dry over sodium sulfate, and concentrate in vacuo to give a residue. Purify the resid... Product: Cc1cc(S(=O)(=O)NC(=O)Nc2cc(C(F)(F)F)ccn2)sc1CCO. RXN SMILES: [C:1](=[O:2])([CH3:3])[O:4][CH2:5][CH2:6][c:7]1[s:8][c:9]([S:13](=[O:14])(=[O:15])[NH:16][C:17]([NH:18][c:19]2[n:20][cH:21][cH:22][c:23]([C:25]([F:26])([F:27])[F:28])[cH:24]2)=[O:29])[cH:10][c:11]1[CH3:12].[CH3:32][OH:33].[Li+:31].[OH-:30]>>[OH:4][CH2:5][CH2:6][c:7]1[s:8][c:9]([S:13](=[O:14])(=[O:15])[NH:16][C:17]([NH:18][c:19]2[n:20][cH:21][cH:22][c:23]([C:25]([F:26])([F:27])[F:28])[cH:24]2)=[O:29])[cH:10][c:11]1[CH3:12]. Starting materials: CC(=O)OCCc1sc(S(=O)(=O)NC(=O)Nc2cc(C(F)(F)F)ccn2)cc1C, CO, [Li+], [OH-]. Starting materials: CC(C)(C)OC(=O)NCCc1cccc(OCCC23CC4CC(CC(C4)C2)C3)c1, Cl, C1COCCO1. The product is NCCc1cccc(OCCC23CC4CC(CC(C4)C2)C3)c1. As a reaction SMILES: [C:1]12([CH2:11][CH2:12][O:13][c:14]3[cH:15][c:16]([CH2:20][CH2:21][NH:22][C:23](=[O:24])[O:25][C:26]([CH3:27])([CH3:28])[CH3:29])[cH:17][cH:18][cH:19]3)[CH2:2][CH:3]3[CH2:4][CH:5]([CH2:6][CH:7]([CH2:8]1)[CH2:9]3)[CH2:10]2.[ClH:30].[O:31]1[CH2:32][CH2:33][O:34][CH2:35][CH2:36]1>>[C:1]12([CH2:11][CH2:12][O:13][c:14]3[cH:15][c:16]([CH2:20][CH2:21][NH2:22])[cH:17][cH:18][cH:19]3)[CH2:2][CH:3]3[CH2:4][CH:5]([CH2:6][CH:7]([CH2:8]1)[CH2:9]3)[CH2:10]2. The reactants are C(C)OC(=O)C=1N=CC2=CC(=CC=C2C1O)OC1=C(C=CC=C1F)F (7-(2,6-difluoro-phenoxy)-4-hydroxy-isoquinoline-3-carboxylic acid ethyl ester), C1CC(=O)N(C1=O)Br (NBS). Run in CC#N (MeCN). Conditions: time 2 hour. Product: C(C)OC(=O)C=1N=C(C2=CC(=CC=C2C1O)OC1=C(C=CC=C1F)F)Br (1-Bromo-7-(2,6-difluoro-phenoxy)-4-hydroxy-isoquinoline-3-carboxylic acid ethyl ester). The yield is 60.5%. As a reaction SMILES: [CH2:1]([O:3][C:4]([C:6]1[N:7]=[CH:8][C:9]2[C:14]([C:15]=1[OH:16])=[CH:13][CH:12]=[C:11]([O:17][C:18]1[C:23]([F:24])=[CH:22][CH:21]=[CH:20][C:19]=1[F:25])[CH:10]=2)=[O:5])[CH3:2].C1C(=O)N([Br:33])C(=O)C1>CC#N>[CH2:1]([O:3][C:4]([C:6]1[N:7]=[C:8]([Br:33])[C:9]2[C:14]([C:15]=1[OH:16])=[CH:13][CH:12]=[C:11]([O:17][C:18]1[C:23]([F:24])=[CH:22][CH:21]=[CH:20][C:19]=1[F:25])[CH:10]=2)=[O:5])[CH3:2]. Reported procedure: A mixture of 7-(2,6-difluoro-phenoxy)-4-hydroxy-isoquinoline-3-carboxylic acid ethyl ester (210 mg) and NBS (133 mg) in MeCN (5 mL) was stirred in an ice/water bath for 2 h; then concentrated, the residue was column purified to give the desired product (156 mg). LC MS ESI: 424 (M+1)+.